From a dataset of the Open Reaction Database (ORD), a public repository of structured organic reaction records. describe an organic reaction: reactants, conditions, products, and yield Starting materials: COc1cc(SC)ccc1C(=O)NCc1ccc(Br)cc1F, Br, CC(=O)O, CCOC(C)=O. The product is CSc1ccc(C(=O)NCc2ccc(Br)cc2F)c(O)c1. As a reaction SMILES: [Br:1][c:2]1[cH:3][c:4]([F:22])[c:5]([CH2:6][NH:7][C:8]([c:9]2[c:10]([O:17][CH3:18])[cH:11][c:12]([S:15][CH3:16])[cH:13][cH:14]2)=[O:19])[cH:20][cH:21]1.[BrH:23].[CH3:24][C:25](=[O:26])[OH:27].[CH3:28][CH2:29][O:30][C:31](=[O:32])[CH3:33]>>[Br:1][c:2]1[cH:3][c:4]([F:22])[c:5]([CH2:6][NH:7][C:8]([c:9]2[c:10]([OH:17])[cH:11][c:12]([S:15][CH3:16])[cH:13][cH:14]2)=[O:19])[cH:20][cH:21]1. The reactants are O=C1CCN(Cc2ccccc2)CC1, C1CCOC1, CC(C)[N-]C(C)C, Clc1ccc2ccccc2n1, [Li+]. The product is OC1(c2cc3ccccc3nc2Cl)CCN(Cc2ccccc2)CC1. RXN SMILES: [CH2:20]([c:21]1[cH:22][cH:23][cH:24][cH:25][cH:26]1)[N:27]1[CH2:28][CH2:29][C:30](=[O:33])[CH2:31][CH2:32]1.[CH2:34]1[O:35][CH2:36][CH2:37][CH2:38]1.[CH3:2][CH:3]([N-:4][CH:5]([CH3:6])[CH3:7])[CH3:8].[Cl:9][c:10]1[n:11][c:12]2[cH:13][cH:14][cH:15][cH:16][c:17]2[cH:18][cH:19]1.[Li+:1]>>[Cl:9][c:10]1[n:11][c:12]2[cH:13][cH:14][cH:15][cH:16][c:17]2[cH:18][c:19]1[C:30]1([OH:33])[CH2:29][CH2:28][N:27]([CH2:20][c:21]2[cH:22][cH:23][cH:24][cH:25][cH:26]2)[CH2:32][CH2:31]1. The reactants are solid, intermediate E, BrC=1C=CC=2N(C1)C(=CN2)I (6-bromo-3-iodoimidazo[1,2-a]pyridine), ClC1=CC(=C(C=C1)B(O)O)F (4-chloro-2-fluoro-phenylboronic acid). Yields the product BrC=1C=CC=2N(C1)C(=CN2)C2=C(C=C(C=C2)Cl)F (6-Bromo-3-(4-chloro-2-fluoro-phenyl)-imidazo[1,2-a]pyridine). As a reaction SMILES: [Br:1][C:2]1[CH:3]=[CH:4][C:5]2[N:6]([C:8](I)=[CH:9][N:10]=2)[CH:7]=1.[Cl:12][C:13]1[CH:18]=[CH:17][C:16](B(O)O)=[C:15]([F:22])[CH:14]=1>>[Br:1][C:2]1[CH:3]=[CH:4][C:5]2[N:6]([C:8]([C:16]3[CH:17]=[CH:18][C:13]([Cl:12])=[CH:14][C:15]=3[F:22])=[CH:9][N:10]=2)[CH:7]=1. Procedure: The title compound, light brown solid (0.54 g, 76%), MS (ISP) m/z=327.3 [(M+H)+], mp 159° C., was prepared in accordance with the general method of intermediate E from commercially available 6-bromo-3-iodoimidazo[1,2-a]pyridine (0.7 g, 2.17 mmol) and commercially available 4-chloro-2-fluoro-phenylboronic acid (0.42 g, 2.38 mmol). Starting materials: product, O=C1NCCCCCCN2C=3C=CC=CC3C(CC1)=C2 (9-oxo-1,8-diaza-tricyclo[10.6.1.013,18 ]nonadeca-12(19),13(18),14,16-tetraene), CCN=C=NCCCN(C)C (EDCI), C(C)(C)(C)OC(C([C@@H](CC(C)C)C(N[C@@H]1C(NCCCCCCN2C=3C=CC=CC3C(C1)=C2)=O)=O)C)=O ((3R,10S)-2-methyl-5-methyl-3-(9-oxo-1,8-diaza-tricyclo-[10.6.1.013,18 ]nonadeca-12(19),13(18), 14,16-tetraen-10-ylcarbamoyl)hexanoic acid t-butyl ester), C=1C=CC2=C(C1)N=NN2O.O (HOBt H2O), C(C)(C)(C)OC(C[C@@H](CC(C)C)C(N[C@@H]1C(NCCCCCCN2C=3C=CC=CC3C(C1)=C2)=O)=O)=O ((3R,10S)-5-methyl-3-(9-oxo-1,8-diaza-tricyclo-[10.6.1.013,18 ]nonadeca-12(19), 13(18), 14,16-tetraen-10-ylcarbamoyl)hexanoic acid t-butyl ester). Run in CN(C)C=O (DMF). Reaction conditions: time 8 hour. Yields the product C(C1=CC=CC=C1)ON(C=O)CCC(CC(C)C)C(N[C@@H]1C(NCCCCCCN2C=3C=CC=CC3C(C1)=C2)=O)=O ((3RS,10S)-N-benzyloxy-N-formyl-5-methyl-3-(9-oxo-1,8-diaza-tricyclo[10.6.1.013,18 ]nonadeca-12(19),13(18),14,16-tetraen-10-ylcarbamoyl)hexylamine). As a reaction SMILES: O=C1CC[C:17]2=CN([C:11]3[CH:12]=[CH:13][CH:14]=[CH:15][C:16]=32)CCCCCCN1.C1C=C[C:24]2[N:29]([OH:30])N=NC=2C=1.O.CCN=C=NCCCN(C)C.C(OC(=O)[CH:49]([CH3:78])[C@H:50]([C:55](=[O:77])[NH:56][C@H:57]1[CH2:74][C:73]2=[CH:75][N:66]([C:67]3[CH:68]=[CH:69][CH:70]=[CH:71][C:72]=32)[CH2:65][CH2:64][CH2:63][CH2:62][CH2:61][CH2:60][NH:59][C:58]1=[O:76])[CH2:51][CH:52]([CH3:54])[CH3:53])(C)(C)C.C([O:84]C(=O)C[C@H](C(=O)N[C@H]1CC2=CN(C3C=CC=CC=32)CCCCCCNC1=O)CC(C)C)(C)(C)C>CN(C=O)C>[CH2:17]([O:30][N:29]([CH2:78][CH2:49][CH:50]([C:55](=[O:77])[NH:56][C@H:57]1[CH2:74][C:73]2=[CH:75][N:66]([C:67]3[CH:68]=[CH:69][CH:70]=[CH:71][C:72]=32)[CH2:65][CH2:64][CH2:63][CH2:62][CH2:61][CH2:60][NH:59][C:58]1=[O:76])[CH2:51][CH:52]([CH3:53])[CH3:54])[CH:24]=[O:84])[C:16]1[CH:11]=[CH:12][CH:13]=[CH:14][CH:15]=1 |f:1.2|. Procedure details: Alternatively, to (2R)-4-methyl-2-(t-butoxy-carbonylmethyl)pentanoic acid (1g, 4.34 mmol) in dry THF (100 mL) at -78° C. under argon was added NaN(TMS)2 (1.0M in THF, 10.9 mL, 2.5 eq) dropwise and the mixture was stirred for 1 hour. Iodomethane (0.33 mL, 1.2 eq) was added and the resulting mixture was stirred overnight from -78° C. to room temperature. The next day the reaction was quenched with water (100 mL). After extracting with ether (3×100 mL), the aqueous layer was combined with ethyl ace... Reactants: CC1(OC2=CC(=C(C=C2C(=C1)C1=CC=CC=C1)/C(=C(\CO)/F)/C)OCCC)C ((2E)-3-(2,2-dimethyl-4-phenyl-7-propoxy-2H-chromen-6-yl)-2-fluoro-but-2-en-1-ol), CC1(OC2=CC(=C(C=C2C(=C1)C1=CC=CC=C1)/C(=C(\CO)/F)/C)OCCC)C ((2E)-3-(2,2-dimethyl-4-phenyl-7-propoxy-2H-chromen-6-yl)-2-fluoro-but-2-en-1-ol), C[N+]1(CCOCC1)[O-] (4-methylmorpholine N-oxide). The product is CC1(OC2=CC(=C(C=C2C(=C1)C1=CC=CC=C1)/C(=C(\C=O)/F)/C)OCCC)C ((2E)-3-(2,2-Dimethyl-4-phenyl-7-propoxy-2H-chromen-6-yl)-2-fluoro-but-2-enal). RXN SMILES: [CH3:1][C:2]1([CH3:28])[CH:11]=[C:10]([C:12]2[CH:17]=[CH:16][CH:15]=[CH:14][CH:13]=2)[C:9]2[C:4](=[CH:5][C:6]([O:24][CH2:25][CH2:26][CH3:27])=[C:7](/[C:18](/[CH3:23])=[C:19](/[F:22])\[CH2:20][OH:21])[CH:8]=2)[O:3]1.C[N+]1([O-])CCOCC1>>[CH3:1][C:2]1([CH3:28])[CH:11]=[C:10]([C:12]2[CH:17]=[CH:16][CH:15]=[CH:14][CH:13]=2)[C:9]2[C:4](=[CH:5][C:6]([O:24][CH2:25][CH2:26][CH3:27])=[C:7](/[C:18](/[CH3:23])=[C:19](/[F:22])\[CH:20]=[O:21])[CH:8]=2)[O:3]1. Reported procedure: Following General Procedure M, (2E)-3-(2,2-dimethyl-4-phenyl-7-propoxy-2H-chromen-6-yl)-2-fluoro-but-2-en-1-ol (Compound 89, 145 mg, 0.38 mmol) and 4-methylmorpholine N-oxide (90 mg, 0.76 mmol) were reacted to give the title compound as a yellow oil. The reactants are O1CCCC1.B (Borane tetrahydrofuran), O=C(C=C(CC1=C(C=C(C(=C1)F)F)F)N)N1CC=2N(CC1)C(=NN2)C(F)(F)F (4-oxo-4-[3-(trifluoromethyl)-5,6-dihydro[1,2,4]triazolo[4,3-a]pyrazin-7(8H)-yl]-1-(2,4,5-trifluorophenyl)but-2-en-2-amine), N (ammonia), TEA, CS(=O)(=O)O (methanesulfonic acid). Solvent: O (water). Run at temperature -10 celsius, time 1 hour. Yields the product O=C(CC(CC1=C(C=C(C(=C1)F)F)F)N)N1CC=2N(CC1)C(=NN2)C(F)(F)F (4-oxo-4-[3-(trifluoromethyl)-5,6-dihydro[1,2,4]triazolo[4,3-a]pyrazin-7(8H)-yl]-1-(2,4,5-trifluorophenyl)butan-2-amine). Reaction SMILES: O1CCCC1.B.CS(O)(=O)=O.[O:12]=[C:13]([N:27]1[CH2:32][CH2:31][N:30]2[C:33]([C:36]([F:39])([F:38])[F:37])=[N:34][N:35]=[C:29]2[CH2:28]1)[CH:14]=[C:15]([NH2:26])[CH2:16][C:17]1[CH:22]=[C:21]([F:23])[C:20]([F:24])=[CH:19][C:18]=1[F:25].N>O>[O:12]=[C:13]([N:27]1[CH2:32][CH2:31][N:30]2[C:33]([C:36]([F:39])([F:38])[F:37])=[N:34][N:35]=[C:29]2[CH2:28]1)[CH2:14][CH:15]([NH2:26])[CH2:16][C:17]1[CH:22]=[C:21]([F:23])[C:20]([F:24])=[CH:19][C:18]=1[F:25] |f:0.1|. Procedure: In a 250 mL round bottom flask 1.0 M Borane tetrahydrofuran (37 mL) was taken. It was cooled to −10° C. and TEA (5.15 mL) was added dropwise at −10 to 5° C. After 30 min. methanesulfonic acid (6.0 mL) was added dropwise at −10 to 5° C. over a period of 15-30 min. 4-oxo-4-[3-(trifluoromethyl)-5,6-dihydro[1,2,4]triazolo[4,3-a]pyrazin-7(8H)-yl]-1-(2,4,5-trifluorophenyl)but-2-en-2-amine (5.0 g) was added in small portions into the reaction mixture, keeping the temperature between −10 to −5° C. It wa... Solvent: CO (methanol), CO (methanol). Starting materials: C(C)(=O)O[C@H]1[C@H](OC2=C(C=CC=C2)[N+](=O)[O-])SC[C@H]([C@@H]1OC(C)=O)OC(C)=O (2-nitrophenyl 2,3,4-tri-O-acetyl-5-thio-β-D-xylopyranoside), solution, C[O-].[Na+] (sodium methylate). RXN SMILES: C([O:4][C@@H:5]1[C@@H:20]([O:21]C(=O)C)[C@H:19]([O:25]C(=O)C)[CH2:18][S:17][C@H:6]1[O:7][C:8]1[CH:13]=[CH:12][CH:11]=[CH:10][C:9]=1[N+:14]([O-:16])=[O:15])(=O)C.C[O-].[Na+]>CO>[O:7]([C:8]1[CH:13]=[CH:12][CH:11]=[CH:10][C:9]=1[N+:14]([O-:16])=[O:15])[C@@H:6]1[S:17][CH2:18][C@@H:19]([OH:25])[C@H:20]([OH:21])[C@H:5]1[OH:4] |f:1.2|. Reported procedure: If the procedure described in Preparation LXXXIV is followed starting from 0.85 g (2.05.10-3 mol) of 2-nitrophenyl 2,3,4-tri-O-acetyl-5-thio-β-D-xylopyranoside and 0.1 ml of a solution of sodium methylate in methanol (8% w/v of Na), reacted in 50 ml of methanol for 30 min, 0.4 g (yield: 68%) of the expected product is obtained after precipitation in ether and lyophilization. Isolated yield 67.7%. Yields the product O([C@H]1[C@H](O)[C@@H](O)[C@H](O)CS1)C1=C(C=CC=C1)[N+](=O)[O-] (2-nitrophenyl 5-thio-β-D-xylopyranoside). Reactants: BrCC(CBr)S(=O)(=O)C(C)(C)C (1,3-dibromo-2-(t-butylsulfonyl) propane), N1=C(C=CC=C1C)C (2,6-lutidine). The solvent is C(Cl)Cl (CH2Cl2). The product is C(C)(C)(C)S(=O)(=O)C(CBr)=C (2-(t-Butylsulfonyl)-2-propenyl Bromide). The yield is 91.4%. As a reaction SMILES: [Br:1][CH2:2][CH:3]([S:6]([C:9]([CH3:12])([CH3:11])[CH3:10])(=[O:8])=[O:7])[CH2:4]Br.N1C(C)=CC=CC=1C>C(Cl)Cl>[C:9]([S:6]([C:3](=[CH2:4])[CH2:2][Br:1])(=[O:7])=[O:8])([CH3:12])([CH3:11])[CH3:10]. Reported procedure: A mixture of 16.78 g (0.052 mol) of 1,3-dibromo-2-(t-butylsulfonyl) propane and 14 mL (0.12 mol) of 2,6-lutidine in 55 mL of CH2Cl2 was refluxed for 75 minutes. The solution was allowed to cool to room temperature and extracted with three 80-mL portions of 5% HCl followed by 80 mL of water. The organic layer was dried over MgSO41 filtered, and the solvent removed in vacuo from a water bath at 45° C. to give 11.46 g (91%) of the allyl bromide as a white solid, mp 40.5°-42.0° C., which was used wi... Starting materials: [Al+3], O=C(O)c1cncc(Br)c1, O=Cc1cncc(Br)c1, CCOC(=O)Cl, [H-], [H-], [H-], [H-], [Li+], C1CCOC1. Product: OCc1cncc(Br)c1. As a reaction SMILES: [Al+3:27].[Br:10][c:11]1[cH:12][n:13][cH:14][c:15]([C:17]([OH:18])=[O:19])[cH:16]1.[Br:1][c:2]1[cH:3][c:4]([CH:8]=[O:9])[cH:5][n:6][cH:7]1.[Cl:20][C:21]([O:22][CH2:23][CH3:24])=[O:25].[H-:26].[H-:29].[H-:30].[H-:31].[Li+:28].[O:32]1[CH2:33][CH2:34][CH2:35][CH2:36]1>>[Br:1][c:2]1[cH:3][c:4]([CH2:8][OH:9])[cH:5][n:6][cH:7]1.